The task is: describe an organic reaction: reactants, conditions, products, and yield. This data is from the Open Reaction Database (ORD), a public repository of structured organic reaction records. Starting materials: CCC1=NCCO1, O, Oc1ccccc1. Product: CCC(=O)NCCOc1ccccc1. As a reaction SMILES: [CH2:8]([CH3:9])[C:10]1=[N:14][CH2:13][CH2:12][O:11]1.[OH2:15].[OH:1][c:2]1[cH:3][cH:4][cH:5][cH:6][cH:7]1>>[O:1]([c:2]1[cH:3][cH:4][cH:5][cH:6][cH:7]1)[CH2:12][CH2:13][NH:14][C:10]([CH2:8][CH3:9])=[O:11]. Starting materials: C1CCOC1, CCO, Cl, COC(=O)c1ccc(-c2nc3cc(-c4ccncc4F)c(-c4cccnc4)nc3[nH]2)cc1, [Na+], [OH-]. Product: O=C(O)c1ccc(-c2nc3cc(-c4ccncc4F)c(-c4cccnc4)nc3[nH]2)cc1. As a reaction SMILES: [CH2:36]1[O:37][CH2:38][CH2:39][CH2:40]1.[CH3:41][CH2:42][OH:43].[ClH:35].[F:1][c:2]1[cH:3][n:4][cH:5][cH:6][c:7]1-[c:8]1[cH:9][c:10]2[c:11]([n:12][c:13]1-[c:14]1[cH:15][n:16][cH:17][cH:18][cH:19]1)[nH:20][c:21](-[c:23]1[cH:24][cH:25][c:26]([C:27](=[O:28])[O:29][CH3:30])[cH:31][cH:32]1)[n:22]2.[Na+:34].[OH-:33]>>[F:1][c:2]1[cH:3][n:4][cH:5][cH:6][c:7]1-[c:8]1[cH:9][c:10]2[c:11]([n:12][c:13]1-[c:14]1[cH:15][n:16][cH:17][cH:18][cH:19]1)[nH:20][c:21](-[c:23]1[cH:24][cH:25][c:26]([C:27](=[O:28])[OH:29])[cH:31][cH:32]1)[n:22]2. Starting materials: ClC1=CC=C(C(=O)C2=C(C(=O)O)C=CC=C2)C=C1 (o-(p-chlorobenzoyl)benzoic acid), C(C)NCCN (N-ethylethylenediamine). Product: C(C)N1CCN2C1(C1=CC=CC=C1C2=O)C2=CC=C(C=C2)Cl (1-ethyl-9b-(p-chlorophenyl)-1,2,3,9b-tetrahydro-5H-imidazo[2,1-a]isoindol-5-one). As a reaction SMILES: [Cl:1][C:2]1[CH:18]=[CH:17][C:5]([C:6]([C:8]2[CH:16]=[CH:15][CH:14]=[CH:13][C:9]=2[C:10]([OH:12])=O)=O)=[CH:4][CH:3]=1.[CH2:19]([NH:21][CH2:22][CH2:23][NH2:24])[CH3:20]>>[CH2:19]([N:21]1[C:6]2([C:5]3[CH:4]=[CH:3][C:2]([Cl:1])=[CH:18][CH:17]=3)[C:8]3[C:9]([C:10](=[O:12])[N:24]2[CH2:23][CH2:22]1)=[CH:13][CH:14]=[CH:15][CH:16]=3)[CH3:20]. Reported procedure: Condense o-(p-chlorobenzoyl)benzoic acid (13 g.) and N-ethylethylenediamine (15 ml.) by the procedure of Example 1 to obtain 1-ethyl-9b-(p-chlorophenyl)-1,2,3,9b-tetrahydro-5H-imidazo[2,1-a]isoindol-5-one, m.p. 114° C. (elemental analysis confirms the empirical formula C18H17ClN2O). Starting materials: FC(C=1C=C(C=CC1)B(O)O)(F)F (3-trifluoromethylbenzeneboronic acid), BrC1=CC=2N=CN=C(C2S1)NC=1C=C2C=CNC2=CC1 ((6-bromo-thieno[3,2-d]pyrimidin-4-yl)-(1H-indol-5-yl)-amine). Product: FC(C1=CC=C(C=C1)C1=CC=2N=CN=C(C2S1)N)(F)F (6-(4-trifluoromethyl-phenyl)-thieno[3,2-d]pyrimidin-4-yl-amine). As a reaction SMILES: [F:1][C:2]([F:13])([F:12])[C:3]1[CH:4]=[C:5](B(O)O)[CH:6]=[CH:7][CH:8]=1.Br[C:15]1[S:23][C:22]2[C:21]([NH:24]C3C=C4C(=CC=3)NC=C4)=[N:20][CH:19]=[N:18][C:17]=2[CH:16]=1>>[F:1][C:2]([F:13])([F:12])[C:3]1[CH:4]=[CH:5][C:6]([C:15]2[S:23][C:22]3[C:21]([NH2:24])=[N:20][CH:19]=[N:18][C:17]=3[CH:16]=2)=[CH:7][CH:8]=1. Procedure details: The title compound was prepared from 3-trifluoromethylbenzeneboronic acid and (6-bromo-thieno[3,2-d]pyrimidin-4-yl)-(1H-indol-5-yl)-amine by a procedure analogous to example 2. M.P. 181-194° C.; LC-MS: 411 (MH+); HPLC RT: 4.88 minutes. Reactants: 2D, [Si](C)(C)(C(C)(C)C)OCCC1=C(C=C(C=C1C)B(O)O)C (4-(2-(tert-butyldimethylsilyloxy)ethyl)-3,5-dimethylphenylboronic acid), NC=1C=C2C=CN=C(C2=CC1)N(C(=O)OC(C)(C)C)C(=O)OC(C)(C)C (6-Amino-1-(di-tert-butoxycarbonylamino)isoquinoline), O.C(C=O)(=O)O (glyoxylic acid monohydrate). Product: C(C)(C)(C)OC(=O)N(C1=NC=CC2=CC(=CC=C12)NC(C(=O)O)C1=CC(=C(C(=C1)C)CCO)C)C(=O)OC(C)(C)C (2-(1-(bis(tert-butoxycarbonyl)amino)isoquinolin-6-ylamino)-2-(4-(2-hvdroxyethyl)-3,5-dimethylphenyl)acetic acid). Yield: 39.0%. RXN SMILES: [Si]([O:8][CH2:9][CH2:10][C:11]1[C:16]([CH3:17])=[CH:15][C:14](B(O)O)=[CH:13][C:12]=1[CH3:21])(C(C)(C)C)(C)C.[NH2:22][C:23]1[CH:24]=[C:25]2[C:30](=[CH:31][CH:32]=1)[C:29]([N:33]([C:41]([O:43][C:44]([CH3:47])([CH3:46])[CH3:45])=[O:42])[C:34]([O:36][C:37]([CH3:40])([CH3:39])[CH3:38])=[O:35])=[N:28][CH:27]=[CH:26]2.O.[C:49]([OH:53])(=[O:52])[CH:50]=O>>[C:44]([O:43][C:41]([N:33]([C:34]([O:36][C:37]([CH3:38])([CH3:39])[CH3:40])=[O:35])[C:29]1[C:30]2[C:25](=[CH:24][C:23]([NH:22][CH:50]([C:14]3[CH:13]=[C:12]([CH3:21])[C:11]([CH2:10][CH2:9][OH:8])=[C:16]([CH3:17])[CH:15]=3)[C:49]([OH:53])=[O:52])=[CH:32][CH:31]=2)[CH:26]=[CH:27][N:28]=1)=[O:42])([CH3:47])([CH3:46])[CH3:45] |f:2.3|. Reported procedure: Using a procedure analogous to that used to prepare 2D, 50B (1.43 g, 4.6 mmol) was reacted with Intermediate 1 and glyoxylic acid monohydrate to afford 50C (1.1 g, 39%) as an orange solid. MS (ESI) m/z 566.6 (M+H)+. The reactants are C(C)OC(=O)N1CCC(CC1)NC1=CC(N(C2=CC=C(C=C12)OC)C)=O (4-(6-Methoxy-1-methyl-2-oxo-1,2-dihydro-quinolin-4-ylamino)-piperidine-1-carboxylic acid ethyl ester). Run in Br.C(C)(=O)O (HBr Acetic acid). Reaction conditions: temperature 90 celsius. Yields the product COC=1C=C2C(=CC(N(C2=CC1)C)=O)NC1CCNCC1 (6-Methoxy-1-methyl-4-(piperidin-4-ylamino)-1H-quinolin-2-one). Yield: 145.0%. RXN SMILES: C(OC([N:6]1[CH2:11][CH2:10][CH:9]([NH:12][C:13]2[C:22]3[C:17](=[CH:18][CH:19]=[C:20]([O:23][CH3:24])[CH:21]=3)[N:16]([CH3:25])[C:15](=[O:26])[CH:14]=2)[CH2:8][CH2:7]1)=O)C>Br.C(O)(=O)C>[CH3:24][O:23][C:20]1[CH:21]=[C:22]2[C:17](=[CH:18][CH:19]=1)[N:16]([CH3:25])[C:15](=[O:26])[CH:14]=[C:13]2[NH:12][CH:9]1[CH2:10][CH2:11][NH:6][CH2:7][CH2:8]1 |f:1.2|. Procedure: 4-(6-Methoxy-1-methyl-2-oxo-1,2-dihydro-quinolin-4-ylamino)-piperidine-1-carboxylic acid ethyl ester (445 mg, 1.2 mmol) was dissolved in HBr/Acetic acid (30% by weight HBr in Acetic Acid) and heated at 90° C. for 1 hr. The solvent was then evaporated to afford an orange solid (˜500 mg, 100%) which was carried onto the next step without any characterization.